From a dataset of the Open Reaction Database (ORD), a public repository of structured organic reaction records. describe an organic reaction: reactants, conditions, products, and yield Reactants: CCOC(=O)COc1cc(OC)c2c(c1)OC1(CCCCC1)CC21SCCS1, CCO, Cl, [Na+], [OH-]. Product: COc1cc(OCC(=O)O)cc2c1C1(CC3(CCCCC3)O2)SCCS1. RXN SMILES: [CH3:1][O:2][c:3]1[cH:4][c:5]([O:22][CH2:23][C:24](=[O:25])[O:26][CH2:27][CH3:28])[cH:6][c:7]2[c:8]1[C:9]1([CH2:10][C:11]3([O:12]2)[CH2:13][CH2:14][CH2:15][CH2:16][CH2:17]3)[S:18][CH2:19][CH2:20][S:21]1.[CH3:32][CH2:33][OH:34].[ClH:31].[Na+:30].[OH-:29]>>[CH3:1][O:2][c:3]1[cH:4][c:5]([O:22][CH2:23][C:24](=[O:25])[OH:26])[cH:6][c:7]2[c:8]1[C:9]1([CH2:10][C:11]3([O:12]2)[CH2:13][CH2:14][CH2:15][CH2:16][CH2:17]3)[S:18][CH2:19][CH2:20][S:21]1. Reactants: ClC=1C(=NC2=CC=CC=C2N1)C(=O)NC1=CC(=CC=C1)S(N)(=O)=O (3-chloro-N-(3-sulfamoylphenyl)quinoxaline-2-carboxamide), FC1=C(C=CC(=C1)F)O (2,4-difluorophenol), C([O-])([O-])=O.[Cs+].[Cs+] (cesium carbonate). The solvent is CN1C(CCC1)=O (N-methylpyrrolidinone). Run at temperature 100 celsius, time 25 minute. Product: FC1=C(OC=2C(=NC3=CC=CC=C3N2)C(=O)NC2=CC(=CC=C2)S(N)(=O)=O)C=CC(=C1)F (3-(2,4-difluorophenoxy)-N-(3-sulfamoylphenyl)quinoxaline-2-carboxamide). Isolated yield 19.3%. As a reaction SMILES: Cl[C:2]1[C:3]([C:12]([NH:14][C:15]2[CH:20]=[CH:19][CH:18]=[C:17]([S:21](=[O:24])(=[O:23])[NH2:22])[CH:16]=2)=[O:13])=[N:4][C:5]2[C:10]([N:11]=1)=[CH:9][CH:8]=[CH:7][CH:6]=2.[F:25][C:26]1[CH:31]=[C:30]([F:32])[CH:29]=[CH:28][C:27]=1[OH:33].C(=O)([O-])[O-].[Cs+].[Cs+]>CN1CCCC1=O>[F:25][C:26]1[CH:31]=[C:30]([F:32])[CH:29]=[CH:28][C:27]=1[O:33][C:2]1[C:3]([C:12]([NH:14][C:15]2[CH:20]=[CH:19][CH:18]=[C:17]([S:21](=[O:24])(=[O:23])[NH2:22])[CH:16]=2)=[O:13])=[N:4][C:5]2[C:10]([N:11]=1)=[CH:9][CH:8]=[CH:7][CH:6]=2 |f:2.3.4|. Procedure details: To a solution of 3-chloro-N-(3-sulfamoylphenyl)quinoxaline-2-carboxamide (54.4 mg, 0.15 mmol) in N-methylpyrrolidinone (1 mL) was added 2,4-difluorophenol (19.5 mg, 0.15 mmol) and cesium carbonate (146.6 mg, 0.45 mmol) and the reaction was stirred at 100° C. for 25 minutes. The reaction was filtered and purified by reverse phase preparative chromatography utilizing a gradient of 10-99% acetonitrile in water containing HCl as a modifier to yield 3-(2,4-difluorophenoxy)-N-(3-sulfamoylphenyl)quinox... Reactants: C(CCC)[Sn](C1=CN=NC=C1)(CCCC)CCCC (4-(tributylstannyl)pyridazine), [F-].[Cs+] (caesium fluoride), ClC1=C(C=C(C=C1)C1=CC(=C(C=C1)O)I)C(F)(F)F (4′-Chloro-3-iodo-3′-(trifluoromethyl)biphenyl-4-ol), CO (methanol). Reagents/catalysts: [Cu](I)I (copper iodide), C=1C=CC(=CC1)/C=C/C(=O)/C=C/C2=CC=CC=C2.C=1C=CC(=CC1)/C=C/C(=O)/C=C/C2=CC=CC=C2.C=1C=CC(=CC1)/C=C/C(=O)/C=C/C2=CC=CC=C2.[Pd].[Pd] (Tris(dibenzylideneacetone)dipalladium). Run in C(C)#N (acetonitrile). Run at temperature 45 celsius, time 40 minute. Yields the product ClC1=C(C=C(C=C1)C1=CC(=C(C=C1)O)C1=CN=NC=C1)C(F)(F)F (4′-Chloro-3-(pyridazin-4-yl)-3′-(trifluoromethyl)biphenyl-4-ol). Yield: 64.3%. Reaction SMILES: [Cl:1][C:2]1[CH:7]=[CH:6][C:5]([C:8]2[CH:13]=[CH:12][C:11]([OH:14])=[C:10](I)[CH:9]=2)=[CH:4][C:3]=1[C:16]([F:19])([F:18])[F:17].C([Sn](CCCC)(CCCC)[C:25]1[CH:30]=[CH:29][N:28]=[N:27][CH:26]=1)CCC.[F-].[Cs+].CO>C(#N)C.[Cu](I)I.C1C=CC(/C=C/C(/C=C/C2C=CC=CC=2)=O)=CC=1.C1C=CC(/C=C/C(/C=C/C2C=CC=CC=2)=O)=CC=1.C1C=CC(/C=C/C(/C=C/C2C=CC=CC=2)=O)=CC=1.[Pd].[Pd]>[Cl:1][C:2]1[CH:7]=[CH:6][C:5]([C:8]2[CH:13]=[CH:12][C:11]([OH:14])=[C:10]([C:25]3[CH:30]=[CH:29][N:28]=[N:27][CH:26]=3)[CH:9]=2)=[CH:4][C:3]=1[C:16]([F:19])([F:18])[F:17] |f:2.3,7.8.9.10.11|. Procedure: 4′-Chloro-3-iodo-3′-(trifluoromethyl)biphenyl-4-ol (Preparation 55, 167 mg, 0.42 mmol) was dissolved in acetonitrile (1 mL) and 4-(tributylstannyl)pyridazine (200 mg, 0.55 mmol), caesium fluoride (127 mg, 0.84 mmol), copper iodide (16 mg, 0.084 mmol) and tetrakis(triphenylphosphine)palladium (0) (46 mg, 0.04 mmol) were added. The reaction was stirred at 45° C. for 40 minutes and then partitioned between ethyl acetate (50 mL) and water (10 mL) containing 0.880 ammonia (1 mL). The mixture was stir... Reactants: ClCCCBr, O=C([O-])[O-], CC(C)=O, [K+], [K+], COC(=O)Cc1cccc(O)c1. Yields the product COC(=O)Cc1cccc(OCCCCl)c1. RXN SMILES: [Br:13][CH2:14][CH2:15][CH2:16][Cl:17].[C:18](=[O:19])([O-:20])[O-:21].[CH3:24][C:25](=[O:26])[CH3:27].[K+:22].[K+:23].[OH:1][c:2]1[cH:3][c:4]([CH2:8][C:9](=[O:10])[O:11][CH3:12])[cH:5][cH:6][cH:7]1>>[O:1]([c:2]1[cH:3][c:4]([CH2:8][C:9](=[O:10])[O:11][CH3:12])[cH:5][cH:6][cH:7]1)[CH2:14][CH2:15][CH2:16][Cl:17]. Starting materials: B(F)(F)F.C(C)(=O)O (Boron trifluoride acetic acid), C(CS)S (1,2-ethanedithiol), C(C1=CC=CC=C1)OC(=O)N1CCC(CC1)CCC(C1=CC=CC=C1)=O (1-(benzyloxycarbonyl)-4-(3-oxo-3-phenylprop-1-yl)piperidine). Solvent: C(Cl)Cl (methylene chloride), CCOCC (ether). Run at time 6 hour. The product is C(C1=CC=CC=C1)OC(=O)N1CCC(CC1)CCC1(SCCS1)C1=CC=CC=C1 (2-(2-(1-(Benzyloxycarbonyl)piperidin-4-yl)ethyl)-2-phenyl-1,3-dithiolane). Isolated yield 92.7%. Reaction SMILES: B(F)(F)F.C(O)(=O)C.[CH2:9]([SH:12])[CH2:10][SH:11].[CH2:13]([O:20][C:21]([N:23]1[CH2:28][CH2:27][CH:26]([CH2:29][CH2:30][C:31](=O)[C:32]2[CH:37]=[CH:36][CH:35]=[CH:34][CH:33]=2)[CH2:25][CH2:24]1)=[O:22])[C:14]1[CH:19]=[CH:18][CH:17]=[CH:16][CH:15]=1>C(Cl)Cl.CCOCC>[CH2:13]([O:20][C:21]([N:23]1[CH2:28][CH2:27][CH:26]([CH2:29][CH2:30][C:31]2([C:32]3[CH:37]=[CH:36][CH:35]=[CH:34][CH:33]=3)[S:12][CH2:9][CH2:10][S:11]2)[CH2:25][CH2:24]1)=[O:22])[C:14]1[CH:15]=[CH:16][CH:17]=[CH:18][CH:19]=1 |f:0.1|. Procedure details: Boron trifluoride-acetic acid complex (BF3.2-CH3CO2H, 0.370 mL, 501 mg, 2.67 mmol) was added to a solution of 1,2-ethanedithiol (0.440 mL, 494 mg, 5.25 mmol) and (1-(benzyloxycarbonyl)-4-(3-oxo-3-phenylprop-1-yl)piperidine (930 mg, 2.65 mmol) in methylene chloride (4.0 mL) at rt. After 6 h, the mixture was diluted with ether (50 mL) and washed with saturated aq. sodium bicarbonate (2×25 mL), 2.5 N aq. NaOH (25 mL), and saturated aq. brine (25 mL). The organic layer was dried (sodium sulfate), de... Reactants: FC(C=1C=C(C=C(C1)C(F)(F)F)CO[C@H]1[C@@]2(CC[C@H](CC1)N2)C2=CC=CC=C2)(F)F ((1R*,2R*,5R*)-2-{[3,5-bis(trifluoromethyl)phenyl]methoxy}-1-phenyl-8-azabicyclo[3.2.1]octane), ClC#CCCCl (1,4-dichlorobutyne), C([O-])([O-])=O.[K+].[K+] (potassium carbonate). Run in CN(C=O)C (dimethylformamide), CN(C=O)C (dimethylformamide), O (water). Conditions: temperature 60 celsius, time 8 hour. The product is FC(C=1C=C(C=C(C1)C(F)(F)F)CO[C@H]1[C@@]2(CC[C@H](CC1)N2CC#CCCl)C2=CC=CC=C2)(F)F ((1R*,2R*,5R*)-2-{[3,5-Bis(trifluoromethyl)phenyl]methoxy}-8-(4-chlorobut-2-ynyl)-1-phenyl-8-azabicyclo[3.2.1]octane). Reaction SMILES: [F:1][C:2]([F:30])([F:29])[C:3]1[CH:4]=[C:5]([CH2:13][O:14][C@@H:15]2[CH2:21][CH2:20][C@@H:19]3[NH:22][C@@:16]2([C:23]2[CH:28]=[CH:27][CH:26]=[CH:25][CH:24]=2)[CH2:17][CH2:18]3)[CH:6]=[C:7]([C:9]([F:12])([F:11])[F:10])[CH:8]=1.[Cl:31][C:32]#[C:33][CH2:34][CH2:35]Cl.C(=O)([O-])[O-].[K+].[K+]>CN(C)C=O.O>[F:11][C:9]([F:12])([F:10])[C:7]1[CH:6]=[C:5]([CH2:13][O:14][C@@H:15]2[CH2:21][CH2:20][C@@H:19]3[N:22]([CH2:35][C:34]#[C:33][CH2:32][Cl:31])[C@@:16]2([C:23]2[CH:24]=[CH:25][CH:26]=[CH:27][CH:28]=2)[CH2:17][CH2:18]3)[CH:4]=[C:3]([C:2]([F:29])([F:1])[F:30])[CH:8]=1 |f:2.3.4|. Procedure: A solution of (1R*,2R*,5R*)-2-{[3,5-bis(trifluoromethyl)phenyl]methoxy}-1-phenyl-8-azabicyclo[3.2.1]octane (Example 60; 400 mg, 0.93 mmol) in dimethylformamide (4 ml) was added to 1,4-dichlorobutyne (0.23 ml, 2.33 mmol) and potassium carbonate (386 mg, 2.79 mmol) in dimethylformamide (2 ml) at 60° C. The reaction mixture was stirred under N2 at 60° C. overnight. The mixture was diluted with water and extracted with ethyl acetate (×3), dried (MgSO4) and concentrated in vacuo to give a brown oil. ... Reactants: COC(=O)c1cc2cc(Cc3ncc[nH]3)ccc2o1, CCO, N. The product is NC(=O)c1cc2cc(Cc3ncc[nH]3)ccc2o1. Reaction SMILES: [CH3:1][O:2][C:3](=[O:4])[c:5]1[o:6][c:7]2[c:8]([cH:9]1)[cH:10][c:11]([CH2:14][c:15]1[nH:16][cH:17][cH:18][n:19]1)[cH:12][cH:13]2.[CH3:21][CH2:22][OH:23].[NH3:20]>>[O:2]=[C:3]([c:5]1[o:6][c:7]2[c:8]([cH:9]1)[cH:10][c:11]([CH2:14][c:15]1[n:16][cH:17][cH:18][nH:19]1)[cH:12][cH:13]2)[NH2:20]. Starting materials: C1(=CC=CC=C1)S (thiophenol), [K] (potassium), [O-]CCCC (butoxide), C(CCCCCC)Cl (heptyl chloride). The solvent is CN(C=O)C (dimethyl formamide). Conditions: time 8 hour. Product: C1(=CC=CC=C1)SC1=CC=CC=C1 (phenyl-sulfide). The yield is 102.0%. As a reaction SMILES: [C:1]1([SH:7])[CH:6]=[CH:5][CH:4]=[CH:3][CH:2]=1.[K].[O-]CCCC.C(Cl)[CH2:15][CH2:16][CH2:17][CH2:18][CH2:19][CH3:20]>CN(C)C=O>[C:1]1([S:7][C:15]2[CH:16]=[CH:17][CH:18]=[CH:19][CH:20]=2)[CH:6]=[CH:5][CH:4]=[CH:3][CH:2]=1 |^1:7|. Reported procedure: A soltuion of 3 g(19.4 mmol) of 5-chlorovaleryl chloride in 15 ml of anhydrous THF was added dropwise with vigorous stirring over 15 min. under nitrogen, to a solution of ethylmagnesium bromide (15 mL of 3M in ether) in 15 mL of anhydrous THF at -5° C. The reaction was allowed to warm up to room temperature and stirred for 2 hours. After cooling the mixture to 0° C. it was quenched with diluted hydrochloric acid. The mixture was extracted with ether, washed with water, dried over anh. MgSO4, fil...